This data is from the Open Reaction Database (ORD), a public repository of structured organic reaction records. The task is: describe an organic reaction: reactants, conditions, products, and yield Starting materials: ClC1=NC=NC2=CC(=C(C=C12)OC)OC (4-chloro-6,7-dimethoxyquinazoline), FC1=C(C=C(N)C=C1)[N+](=O)[O-] (4-fluoro-3-nitroaniline). Product: Cl.FC1=C(C=C(NC2=NC=NC3=CC(=C(C=C23)OC)OC)C=C1)[N+](=O)[O-] (4-(4-fluoro-3-nitroanilino)-6,7-dimethoxyquinazoline hydrochloride). RXN SMILES: [Cl:1][C:2]1[C:11]2[C:6](=[CH:7][C:8]([O:14][CH3:15])=[C:9]([O:12][CH3:13])[CH:10]=2)[N:5]=[CH:4][N:3]=1.[F:16][C:17]1[CH:23]=[CH:22][C:20]([NH2:21])=[CH:19][C:18]=1[N+:24]([O-:26])=[O:25]>>[ClH:1].[F:16][C:17]1[CH:23]=[CH:22][C:20]([NH:21][C:2]2[C:11]3[C:6](=[CH:7][C:8]([O:14][CH3:15])=[C:9]([O:12][CH3:13])[CH:10]=3)[N:5]=[CH:4][N:3]=2)=[CH:19][C:18]=1[N+:24]([O-:26])=[O:25] |f:2.3|. Procedure details: Using analogous procedures to those described in the portion of Example 2 which is concerned with the preparation of starting materials, 4-chloro-6,7-dimethoxyquinazoline was reacted with 4-fluoro-3-nitroaniline to give 4-(4-fluoro-3-nitroanilino)-6,7-dimethoxyquinazoline hydrochloride; NMR: 3.98 (s, 3H), 4.03 (s, 3H), 7.39 (m, 1H), 7.7 (m, 1H), 8.25 (m, 1H), 8.44 (m, 1H), 8.62 (m, 1H), 8.9 (m, 1H), 11.85 (s, 1H); Mass: M+H+ 345 and that material was reduced during 1.5 hours to give 4-(3-amino-4...